This data is from the Open Reaction Database (ORD), a public repository of structured organic reaction records. The task is: describe an organic reaction: reactants, conditions, products, and yield Reactants: ClC1=NSN=C1C1=CN(C=CC1C)C(=O)OC1=CC=CC=C1 (3-(3-chloro-1,2,5-thiadiazol-4-yl)-4-methyl-1-phenoxycarbonyl-1,4-dihydropyridine), [S] (sulfur), CCOCC (ether). Solvent: C1CCCC2CCCCC12 (decalin). Yields the product ClC1=NSN=C1C=1C=NC=CC1C (3-(3-Chloro-1,2,5-thiadiazol-4-yl)-4-methylpyridine). RXN SMILES: [Cl:1][C:2]1[C:6]([C:7]2[CH:12]([CH3:13])[CH:11]=[CH:10][N:9](C(OC3C=CC=CC=3)=O)[CH:8]=2)=[N:5][S:4][N:3]=1.[S].CCOCC>C1C2C(CCCC2)CCC1>[Cl:1][C:2]1[C:6]([C:7]2[CH:8]=[N:9][CH:10]=[CH:11][C:12]=2[CH3:13])=[N:5][S:4][N:3]=1 |^3:22|. Reported procedure: To a solution of 3-(3-chloro-1,2,5-thiadiazol-4-yl)-4-methyl-1-phenoxycarbonyl-1,4-dihydropyridine (11.7 g, 35 mmol) in decalin (100 ml) was added sulfur (1.4 g, 43 mmol) and the reaction mixture was refluxed for 5 h. After cooling to room temperature, ether (100 ml) was added and the organic phases extracted with 1N HCl (2×75 ml). The aqueous phase was basified with NaOH(aq) and extracted with methylene chloride (2×100 ml). The methylene chloride phase was dried and evaporated to give solid tit... The reactants are CCOC(=O)C1=NN2C(CN(CC2)C(=O)OC(C)(C)C)=N1 (5,6-dihydro-8H-[1,2,4]triazolo[1,5-a]pyrazine-2,7-dicarboxylic acid 7-tert-butyl ester 2-ethyl ester), [BH4-].[Li+] (lithium borohydride), C(CC(O)(C(=O)O)CC(=O)O)(=O)O (Citric acid), resultant mixture. Solvent: C1CCOC1 (THF). The product is C(C)(C)(C)OC(=O)N1CC=2N(CC1)N=C(N2)CO (2-hydroxymethyl-5,6-dihydro-8H-[1,2,4]triazolo[1,5-a]pyrazine-7-carboxylic acid tert-butyl ester). Isolated yield 43.3%. As a reaction SMILES: CC[O:3][C:4]([C:6]1[N:21]=[C:9]2[CH2:10][N:11]([C:14]([O:16][C:17]([CH3:20])([CH3:19])[CH3:18])=[O:15])[CH2:12][CH2:13][N:8]2[N:7]=1)=O.[BH4-].[Li+].C(O)(=O)CC(CC(O)=O)(C(O)=O)O>C1COCC1>[C:17]([O:16][C:14]([N:11]1[CH2:12][CH2:13][N:8]2[N:7]=[C:6]([CH2:4][OH:3])[N:21]=[C:9]2[CH2:10]1)=[O:15])([CH3:20])([CH3:18])[CH3:19] |f:1.2|. Reported procedure: To 5,6-dihydro-8H-[1,2,4]triazolo[1,5-a]pyrazine-2,7-dicarboxylic acid 7-tert-butyl ester 2-ethyl ester (0.90 g, 3.0 mmol), in THF (20 ml) was added lithium borohydride (73 mg, 3.4 mmol), and the resultant mixture was stirred at room temperature overnight. Citric acid solution (10%, 25 ml) was added, then the mixture was washed with dichloromethane (2×50 ml). The combined organic layers were dried over magnesium sulfate and concentrated in vacuo. The residue was purified by flash chromatography ... Starting materials: OC[C@@H](CSC1=C(C=CC=C1)OC)O (1-(3-hydroxy-2-(S)-hydroxy-propylthio)-2-methoxybenzene), N1=CC=CC=C1 (pyridine), C1(=CC=CC=C1)C(C1=CC=CC=C1)(C1=CC=CC=C1)Cl (triphenylmethyl chloride). The solvent is C(C)#N (acetonitrile). Reaction conditions: time 5 hour. The product is C1(=CC=CC=C1)C(OC[C@@H](CSC1=C(C=CC=C1)OC)O)(C1=CC=CC=C1)C1=CC=CC=C1 (1-(3-Triphenylmethyloxy-2-(S)-hydroxy-propylthio)-2-methoxybenzene). Isolated yield 84.4%. RXN SMILES: [OH:1][CH2:2][C@H:3]([OH:14])[CH2:4][S:5][C:6]1[CH:11]=[CH:10][CH:9]=[CH:8][C:7]=1[O:12][CH3:13].N1C=CC=CC=1.[C:21]1([C:27](Cl)([C:34]2[CH:39]=[CH:38][CH:37]=[CH:36][CH:35]=2)[C:28]2[CH:33]=[CH:32][CH:31]=[CH:30][CH:29]=2)[CH:26]=[CH:25][CH:24]=[CH:23][CH:22]=1>C(#N)C>[C:21]1([C:27]([C:28]2[CH:29]=[CH:30][CH:31]=[CH:32][CH:33]=2)([C:34]2[CH:35]=[CH:36][CH:37]=[CH:38][CH:39]=2)[O:1][CH2:2][C@H:3]([OH:14])[CH2:4][S:5][C:6]2[CH:11]=[CH:10][CH:9]=[CH:8][C:7]=2[O:12][CH3:13])[CH:22]=[CH:23][CH:24]=[CH:25][CH:26]=1. Procedure details: 19.3 g (0.09 mol) of 1-(3-hydroxy-2-(S)-hydroxy-propylthio)-2-methoxybenzene (XI-1), 150 ml of acetonitrile, 11 ml (0.136 mol) of pyridine and 27.5 g (0.098 mol) of triphenylmethyl chloride are introduced into a round-bottomed flask under an inert atmosphere. The solution is stirred at ambient temperature for 5 hours. The mixture is concentrated under reduced pressure and the residual pyridine is entrained by azeotropic distillation with toluene. The residue is taken up in water and then extract... The reactants are C(C1=CC=CC=C1)OC(=O)N(C12CCC(CC1)(CC2)C(=O)ON2N=NC1=C2C=CC=C1)CC(=O)N1[C@@H](C[C@@H](C1)F)C#N ((2S,4S)-1-[[N-benzyloxycarbonyl-N-[4-(benzotriazol-1-yl)oxycarbonylbicyclo[2.2.2]oct-1-yl]amino]acetyl]-4-fluoropyrrolidine-2-carbonitrile), CN (methylamine). Yields the product C(C1=CC=CC=C1)OC(=O)N(C12CCC(CC1)(CC2)C(=O)NC)CC(=O)N2[C@@H](C[C@@H](C2)F)C#N ((2S,4S)-1-[[N-benzyloxycarbonyl-N-[4-(N-methylamino)carbonylbicyclo[2.2.2]oct-1-yl]amino]acetyl]-4-fluoropyrrolidine-2-carbonitrile). Reaction SMILES: [CH2:1]([O:8][C:9]([N:11]([CH2:32][C:33]([N:35]1[CH2:39][C@@H:38]([F:40])[CH2:37][C@H:36]1[C:41]#[N:42])=[O:34])[C:12]12[CH2:19][CH2:18][C:15]([C:20](ON3C4C=CC=CC=4N=N3)=[O:21])([CH2:16][CH2:17]1)[CH2:14][CH2:13]2)=[O:10])[C:2]1[CH:7]=[CH:6][CH:5]=[CH:4][CH:3]=1.[CH3:43][NH2:44]>>[CH2:1]([O:8][C:9]([N:11]([CH2:32][C:33]([N:35]1[CH2:39][C@@H:38]([F:40])[CH2:37][C@H:36]1[C:41]#[N:42])=[O:34])[C:12]12[CH2:13][CH2:14][C:15]([C:20]([NH:44][CH3:43])=[O:21])([CH2:16][CH2:17]1)[CH2:18][CH2:19]2)=[O:10])[C:2]1[CH:7]=[CH:6][CH:5]=[CH:4][CH:3]=1. Reported procedure: In a similar manner to Example 4, (2S,4S)-1-[[N-benzyloxycarbonyl-N-[4-(benzotriazol-1-yl)oxycarbonylbicyclo[2.2.2]oct-1-yl]amino]acetyl]-4-fluoropyrrolidine-2-carbonitrile (50.0 mg) and methylamine (2.0 mol/l THF solution, 60.0 μL) were used to obtain (2S,4S)-1-[[N-benzyloxycarbonyl-N-[4-(N-methylamino)carbonylbicyclo[2.2.2]oct-1-yl]amino]acetyl]-4-fluoropyrrolidine-2-carbonitrile (28.9 mg). The reactants are ClC=1C=C(CN)C=CC1Cl (3,4-dichlorobenzylamine), ClC=1C2=C(N=C(N1)C1=NC=CC=C1)SC(=C2)C (4-chloro-2-(pyridin-2-yl)-6-methyl-thieno-[2,3-d]-pyrimidine). The product is N1=C(C=CC=C1)C=1N=C(C2=C(N1)SC(=C2)C)NCC2=CC(=C(C=C2)Cl)Cl (2-(pyridin-2-yl)-4-(3,4-dichlorobenzylamino)-6-methyl-thieno-[2,3-d]-pyrimidine). Reaction SMILES: [Cl:1][C:2]1[CH:3]=[C:4]([CH:7]=[CH:8][C:9]=1[Cl:10])[CH2:5][NH2:6].Cl[C:12]1[C:13]2[CH:26]=[C:25]([CH3:27])[S:24][C:14]=2[N:15]=[C:16]([C:18]2[CH:23]=[CH:22][CH:21]=[CH:20][N:19]=2)[N:17]=1>>[N:19]1[CH:20]=[CH:21][CH:22]=[CH:23][C:18]=1[C:16]1[N:17]=[C:12]([NH:6][CH2:5][C:4]2[CH:7]=[CH:8][C:9]([Cl:10])=[C:2]([Cl:1])[CH:3]=2)[C:13]2[CH:26]=[C:25]([CH3:27])[S:24][C:14]=2[N:15]=1. Procedure: With the procedure of Example 1, the reaction of 3,4-dichlorobenzylamine with 4-chloro-2-(pyridin-2-yl)-6-methyl-thieno-[2,3-d]-pyrimidine yields 2-(pyridin-2-yl)-4-(3,4-dichlorobenzylamino)-6-methyl-thieno-[2,3-d]-pyrimidine. Reactants: BrC1=C(C(=CC(=C1)Cl)N(C(C)=O)C1=CC(=C(C=C1)OC)OC1CCCC1)O (2-Bromo-4-chloro-6-(3-cyclopentyloxy-4-methoxy-phenyl-acetylamino)-phenol). Run in C1(=CC=CC=C1)C (toluene), P(=O)(Cl)(Cl)Cl (phosphorus oxychloride). Conditions: time 1 hour. The product is O1C=NC2=C1C=CC=C2 (benzoxazole). The yield is 261.4%. As a reaction SMILES: Br[C:2]1[CH:7]=[C:6](Cl)[CH:5]=[C:4]([N:9](C2C=CC(OC)=C(OC3CCCC3)C=2)[C:10](=O)C)[C:3]=1[OH:27]>C1(C)C=CC=CC=1.P(Cl)(Cl)(Cl)=O>[O:27]1[C:3]2[CH:2]=[CH:7][CH:6]=[CH:5][C:4]=2[N:9]=[CH:10]1. Reported procedure: A suspension of 32.9 g (72.4 mM) of the 2-Bromo-4-chloro-6-(3-cyclopentyloxy-4-methoxy-phenyl-acetylamino)-phenol in 400 ml of toluene and 39.7 ml (434 mM) of phosphorus oxychloride was refluxed for 1.5 hr. Some solid material was filtered off and the filtrate evaporated to dryness in vacuo. The honey-like residue was suspended in 200 ml of sodium bicarbonate solution for 1 hr. The solid was collected, washed and dried at 25° C. to give 22.53 g (71.2%) of crude benzoxazole. As a reaction SMILES: [O:1]1[CH2:5][CH2:4][O:3][CH:2]1[C:6]1[CH:7]=[C:8]2[C:12](=[CH:13][CH:14]=1)[N:11](COCC[Si](C)(C)C)[N:10]=[C:9]2[O:23][CH3:24].C(N)CN.[F-].C([N+](CCCC)(CCCC)CCCC)CCC>C1COCC1>[O:3]1[CH2:4][CH2:5][O:1][CH:2]1[C:6]1[CH:7]=[C:8]2[C:12](=[CH:13][CH:14]=1)[NH:11][N:10]=[C:9]2[O:23][CH3:24] |f:2.3|. Conditions: temperature 50 celsius, time 12 hour. Procedure: To 940 mg (2.682 mmol) 5-(1,3-dioxolan-2-yl)-3-methoxy-1-{[2-(trimethylsilyl)ethoxy]methyl}-1H-indazole (Example 21A) and 805 mg (13.41 mmol) ethane-1,2-diamine in THF (50 ml) were added 12.98 ml (12.98 mmol) tetrabutylammonium fluoride solution (1.0 M in THF). The reaction mixture was heated to 50° C. for 3 h. After this time, 12.98 ml (12.98 mmol) tetrabutylammonium fluoride solution (1.0 M in THF) were added again, and heating was continued for further 12 h until conversion was complete. The ... Reactants: [F-].C(CCC)[N+](CCCC)(CCCC)CCCC (tetrabutylammonium fluoride), O1C(OCC1)C=1C=C2C(=NN(C2=CC1)COCC[Si](C)(C)C)OC (5-(1,3-Dioxolan-2-yl)-3-methoxy-1-{[2-(trimethylsilyl)ethoxy]methyl}-1H-indazole), C(CN)N (ethane-1,2-diamine), [F-].C(CCC)[N+](CCCC)(CCCC)CCCC (tetrabutylammonium fluoride). The product is O1C(OCC1)C=1C=C2C(=NNC2=CC1)OC (5-(1,3-dioxolan-2-yl)-3-methoxy-1H-indazole). Solvent: C1CCOC1 (THF). Isolated yield 68.0%. The reactants are O=C1NC2=CC[C@H]3[C@@H]4CC[C@@H]([C@@]4(C)CC[C@@H]3[C@]2(CC1)C)C(=O)O (3-oxo-4-azaandrost-5-ene-17β-carboxylic acid), C1(=CC=CC=C1)C(CC1=CC=CC=C1)N (1,2-diphenylethylamine). Product: C1(=CC=CC=C1)C(CC1=CC=CC=C1)NC(=O)[C@@H]1[C@]2(C)[C@@H](CC1)[C@@H]1CC=C3NC(CC[C@]3(C)[C@H]1CC2)=O (N-(1,2-Diphenylethyl)-3-oxo-4-azaandrost-5-ene-17β-carboxamide). Reported procedure: The title compound was prepared in a yield of 68% in a similar manner to that described in Example 1 by reacting 3-oxo-4-azaandrost-5-ene-17β-carboxylic acid and 1,2-diphenylethylamine. RXN SMILES: [O:1]=[C:2]1[CH2:19][CH2:18][C@@:17]2([CH3:20])[C:4](=[CH:5][CH2:6][C@@H:7]3[C@@H:16]2[CH2:15][CH2:14][C@@:12]2([CH3:13])[C@H:8]3[CH2:9][CH2:10][C@@H:11]2[C:21](O)=[O:22])[NH:3]1.[C:24]1([CH:30]([NH2:38])[CH2:31][C:32]2[CH:37]=[CH:36][CH:35]=[CH:34][CH:33]=2)[CH:29]=[CH:28][CH:27]=[CH:26][CH:25]=1>>[C:24]1([CH:30]([NH:38][C:21]([C@H:11]2[CH2:10][CH2:9][C@H:8]3[C@H:7]4[C@H:16]([CH2:15][CH2:14][C@:12]23[CH3:13])[C@:17]2([CH3:20])[C:4]([NH:3][C:2](=[O:1])[CH2:19][CH2:18]2)=[CH:5][CH2:6]4)=[O:22])[CH2:31][C:32]2[CH:33]=[CH:34][CH:35]=[CH:36][CH:37]=2)[CH:29]=[CH:28][CH:27]=[CH:26][CH:25]=1. The reactants are OC1=C(N=C(C2=CC(=CC=C12)OC1=CC(=CC(=C1)F)F)C)C(=O)OC (methyl 4-hydroxy-1-methyl-7-(3,5-difluoro-phenoxy)-isoquinoline-3-carboxylate), OC1=C(N=C(C2=CC(=CC=C12)OC1=CC(=CC(=C1)F)F)C)C(=O)OC (methyl 4-hydroxy-1-methyl-7-(3,5-difluoro-phenoxy)-isoquinoline-3-carboxylate), NCC(=O)O (glycine), C[O-].[Na+] (sodium methoxide). Run in CO (methanol). Conditions: temperature 110 celsius. The product is OC1=C(N=C(C2=CC(=CC=C12)OC1=CC(=CC(=C1)F)F)C)C(=O)NCC(=O)O (2-[4-hydroxy-1-methyl-7-(3,5-difluoro-phenoxy)-isoquinoline-3-carboxamido]acetic acid). RXN SMILES: [OH:1][C:2]1[C:11]2[C:6](=[CH:7][C:8]([O:12][C:13]3[CH:18]=[C:17]([F:19])[CH:16]=[C:15]([F:20])[CH:14]=3)=[CH:9][CH:10]=2)[C:5]([CH3:21])=[N:4][C:3]=1[C:22](OC)=[O:23].[NH2:26][CH2:27][C:28]([OH:30])=[O:29].C[O-].[Na+]>CO>[OH:1][C:2]1[C:11]2[C:6](=[CH:7][C:8]([O:12][C:13]3[CH:18]=[C:17]([F:19])[CH:16]=[C:15]([F:20])[CH:14]=3)=[CH:9][CH:10]=2)[C:5]([CH3:21])=[N:4][C:3]=1[C:22]([NH:26][CH2:27][C:28]([OH:30])=[O:29])=[O:23] |f:2.3|. Procedure: A pressure glass reaction flask which included top threads for a screw cap lid can be fitted with a magnetic stirrer, charged with 7e, glycine (about 3 molar equivalents), methanol, and a sodium methoxide solution (with 1.2 molar eqivalents NaOCH3) and sealed. The reaction can then be heated to 110° C. for at least 6 h during which time the reaction forms a yellow suspension. The reaction can then be cooled to 20-25° C. and evaluated by HPLC. The reaction can be continued until less than 1% 7e r... Reactants: C1CCNCC1, O=C(NC(Cc1ccc(Cl)c(Cl)c1)C(=O)O)c1ccc(Cl)cc1NS(=O)(=O)c1cccc2nsnc12. The product is O=C(NC(Cc1ccc(Cl)c(Cl)c1)C(=O)N1CCCCC1)c1ccc(Cl)cc1NS(=O)(=O)c1cccc2nsnc12. Reaction SMILES: [CH2:37]1[CH2:38][CH2:39][NH:40][CH2:41][CH2:42]1.[n:1]1[c:2]2[c:3]([n:4][s:5]1)[c:6]([S:10](=[O:11])(=[O:12])[NH:13][c:14]1[c:15]([C:16](=[O:17])[NH:18][CH:19]([C:20](=[O:21])[OH:22])[CH2:23][c:24]3[cH:25][c:26]([Cl:31])[c:27]([Cl:30])[cH:28][cH:29]3)[cH:32][cH:33][c:34]([Cl:36])[cH:35]1)[cH:7][cH:8][cH:9]2>>[n:1]1[c:2]2[c:3]([n:4][s:5]1)[c:6]([S:10](=[O:11])(=[O:12])[NH:13][c:14]1[c:15]([C:16](=[O:17])[NH:18][CH:19]([C:20](=[O:21])[N:40]3[CH2:39][CH2:38][CH2:37][CH2:42][CH2:41]3)[CH2:23][c:24]3[cH:25][c:26]([Cl:31])[c:27]([Cl:30])[cH:28][cH:29]3)[cH:32][cH:33][c:34]([Cl:36])[cH:35]1)[cH:7][cH:8][cH:9]2.